Dataset: the Open Reaction Database (ORD), a public repository of structured organic reaction records. Task: describe an organic reaction: reactants, conditions, products, and yield The yield is 34.4%. Reaction conditions: time 16 hour. As a reaction SMILES: [CH:1]1([C:4]2[N:9]=[N:8][C:7]([NH2:10])=[CH:6][CH:5]=2)[CH2:3][CH2:2]1.[CH3:11][C:12]1[C:16]([CH2:17][O:18][C:19]2[CH:24]=[CH:23][C:22]([S:25](Cl)(=[O:27])=[O:26])=[CH:21][CH:20]=2)=[C:15]([CH3:29])[O:14][N:13]=1>N1C=CC=CC=1>[CH:1]1([C:4]2[N:9]=[N:8][C:7]([NH:10][S:25]([C:22]3[CH:21]=[CH:20][C:19]([O:18][CH2:17][C:16]4[C:12]([CH3:11])=[N:13][O:14][C:15]=4[CH3:29])=[CH:24][CH:23]=3)(=[O:26])=[O:27])=[CH:6][CH:5]=2)[CH2:3][CH2:2]1. Reactants: C1(CC1)C1=CC=C(N=N1)N (6-cyclopropylpyridazin-3-amine), CC1=NOC(=C1COC1=CC=C(C=C1)S(=O)(=O)Cl)C (4-((3,5-dimethylisoxazol-4-yl)methoxy)benzene-1-sulfonyl chloride). The product is C1(CC1)C1=CC=C(N=N1)NS(=O)(=O)C1=CC=C(C=C1)OCC=1C(=NOC1C)C (N-(6-cyclopropylpyridazin-3-yl)-4-((3,5-dimethylisoxazol-4-yl)methoxy)benzenesulfonamide). Procedure: To a solution of 6-cyclopropylpyridazin-3-amine (50 mg, 0.370 mmol) in pyridine (1 mL), stirred under nitrogen at room temperature, was added 4-((3,5-dimethylisoxazol-4-yl)methoxy)benzene-1-sulfonyl chloride (346 mg, 1.147 mmol). The reaction mixture was stirred at room temperature for 16 hours. The mixture was evaporated and purified by solid phase extraction (SPE) using an aminopropyl (NH2) cartridge with sequential solvents methanol then 2M ammonia/methanol. The appropriate fractions were com... The solvent is N1=CC=CC=C1 (pyridine). Reactants: CCO, Cl, CCOC(=O)c1cn(C)c2cnc3cc(N4CCCC4)c(F)cc3c2c1=O, [K+], [OH-]. Yields the product Cn1cc(C(=O)O)c(=O)c2c3cc(F)c(N4CCCC4)cc3ncc21. RXN SMILES: [CH3:31][CH2:32][OH:33].[ClH:30].[F:1][c:2]1[c:3]([N:23]2[CH2:24][CH2:25][CH2:26][CH2:27]2)[cH:4][c:5]2[c:6]([c:7]3[c:8](=[O:21])[c:9]([C:16](=[O:17])[O:18][CH2:19][CH3:20])[cH:10][n:11]([CH3:15])[c:12]3[cH:13][n:14]2)[cH:22]1.[K+:29].[OH-:28]>>[F:1][c:2]1[c:3]([N:23]2[CH2:24][CH2:25][CH2:26][CH2:27]2)[cH:4][c:5]2[c:6]([c:7]3[c:8](=[O:21])[c:9]([C:16](=[O:17])[OH:18])[cH:10][n:11]([CH3:15])[c:12]3[cH:13][n:14]2)[cH:22]1.